From a dataset of the Open Reaction Database (ORD), a public repository of structured organic reaction records. describe an organic reaction: reactants, conditions, products, and yield The reactants are N(=[N+]=[N-])[C@H]1[C@@H](C[C@@H]2OC2C1)O ((1S,3R,4R)-4-azido-7-oxabicyclo[4.1.0]heptan-3-ol), N (ammonia). Procedure details: (1S,3R,4R)-4-Azido-7-oxabicyclo[4.1.0]heptan-3-ol 3d (600 mg, 3.87 mmol) was dissolved in 20 mL ethanol followed by the addition of 10 mL of aqueous ammonia. The resulting solution was heated to reflux for 4 hours, then cooled down to room temperature and stirred for another 12 hours. The reaction solution was concentrated under reduced pressure to obtain the crude title compound (1R,2R,4R,5R)-2-amino-5-azido-cyclohexane-1,4-diol 3e (665 mg, as a yellow oil), which was used in the next step with... Solvent: C(C)O (ethanol). Product: N[C@H]1[C@@H](C[C@H]([C@@H](C1)O)N=[N+]=[N-])O ((1R,2R,4R,5R)-2-amino-5-azido-cyclohexane-1,4-diol). Run at time 12 hour. Reaction SMILES: [N:1]([C@@H:4]1[CH2:10][CH:9]2[C@@H:7]([O:8]2)[CH2:6][C@H:5]1[OH:11])=[N+:2]=[N-:3].[NH3:12]>C(O)C>[NH2:12][C@@H:7]1[CH2:6][C@@H:5]([OH:11])[C@H:4]([N:1]=[N+:2]=[N-:3])[CH2:10][C@H:9]1[OH:8]. Starting materials: C(C)(C)NCC(C)(N)C (N1 -isopropyl-2-methyl-1,2-propanediamine), [OH-].[Na+] (NaOH), C(Cl)(Cl)Cl (chloroform), C(CCC)N(CCCC)CCCC (tributylamine). Solvent: CC(=O)C (acetone). The product is C(C)(C)N1C(C(NC(C1)(C)C)(C)C)=O (N1 -isopropyl-3,3,5,5-tetramethyl-piperazin-2-one). As a reaction SMILES: [CH:1]([NH:4][CH2:5][C:6]([CH3:9])([NH2:8])[CH3:7])([CH3:3])[CH3:2].[CH:10](Cl)(Cl)Cl.C(N(C[CH2:24][CH2:25][CH3:26])CCCC)CCC.[OH-:27].[Na+]>CC(C)=O>[CH:1]([N:4]1[CH2:10][C:25]([CH3:24])([CH3:26])[NH:8][C:6]([CH3:9])([CH3:7])[C:5]1=[O:27])([CH3:3])[CH3:2] |f:3.4|. Procedure: In a 1 liter flask cooled in an ice-bath, put 1 g mol of N1 -isopropyl-2-methyl-1,2-propanediamine, 1.25 g mols of chloroform, and, 1.25 g mols of acetone. Add about 5% by wt tributylamine as the phase transfer catalyst, and slowly drip into the flask about 3 g mols of 50% aqueous NaOH solution, while stirring. Upon working up the reaction product in a conventional manner, a reaction product is obtained which is predominantly the compound represented by the structural formula immediately hereina...